From a dataset of the Open Reaction Database (ORD), a public repository of structured organic reaction records. describe an organic reaction: reactants, conditions, products, and yield Product: CC(C)(C)OC(=O)N1CCC(Oc2ccc([N+](=O)[O-])cc2)C1. Reactants: C1CCOC1, O=[N+]([O-])c1ccc(F)cc1, [H-], [Na+], CC(C)(C)OC(=O)N1CCC(O)C1. Reaction SMILES: [CH2:26]1[O:27][CH2:28][CH2:29][CH2:30]1.[F:1][c:2]1[cH:3][cH:4][c:5]([N+:8](=[O:9])[O-:10])[cH:6][cH:7]1.[H-:24].[Na+:25].[OH:11][CH:12]1[CH2:13][N:14]([C:17](=[O:18])[O:19][C:20]([CH3:21])([CH3:22])[CH3:23])[CH2:15][CH2:16]1>>[c:2]1([O:11][CH:12]2[CH2:13][N:14]([C:17](=[O:18])[O:19][C:20]([CH3:21])([CH3:22])[CH3:23])[CH2:15][CH2:16]2)[cH:3][cH:4][c:5]([N+:8](=[O:9])[O-:10])[cH:6][cH:7]1.